Dataset: the Open Reaction Database (ORD), a public repository of structured organic reaction records. Task: describe an organic reaction: reactants, conditions, products, and yield Reactants: C(C)OC(CC=1C=C(C(=CC1)OC)C1=C(C=C(C=C1)C(F)(F)F)CNCC)=O ((2′-Ethylaminomethyl-6-methoxy-4′-trifluoromethyl-biphenyl-3-yl)-acetic acid ethyl ester), C1=CC=C(C=C1)OC(=NC#N)OC2=CC=CC=C2 (diphenyl cyanocarbonimidate). Solvent: CC#N (MeCN). Run at temperature 40 celsius. The product is C(C)OC(CC=1C=C(C(=CC1)OC)C1=C(C=C(C=C1)C(F)(F)F)CN(C(OC1=CC=CC=C1)=NC#N)CC)=O ([2′-(3-Cyano-1-ethyl-2-phenyl-isoureidomethyl)-6-methoxy-4′-trifluoromethyl-biphenyl-3-yl]-acetic acid ethyl ester). RXN SMILES: [CH2:1]([O:3][C:4](=[O:28])[CH2:5][C:6]1[CH:7]=[C:8]([C:14]2[CH:19]=[CH:18][C:17]([C:20]([F:23])([F:22])[F:21])=[CH:16][C:15]=2[CH2:24][NH:25][CH2:26][CH3:27])[C:9]([O:12][CH3:13])=[CH:10][CH:11]=1)[CH3:2].[CH:29]1[CH:34]=[CH:33][C:32]([O:35][C:36](OC2C=CC=CC=2)=[N:37][C:38]#[N:39])=[CH:31][CH:30]=1>CC#N>[CH2:1]([O:3][C:4](=[O:28])[CH2:5][C:6]1[CH:7]=[C:8]([C:14]2[CH:19]=[CH:18][C:17]([C:20]([F:23])([F:21])[F:22])=[CH:16][C:15]=2[CH2:24][N:25]([CH2:26][CH3:27])[C:36](=[N:37][C:38]#[N:39])[O:35][C:32]2[CH:33]=[CH:34][CH:29]=[CH:30][CH:31]=2)[C:9]([O:12][CH3:13])=[CH:10][CH:11]=1)[CH3:2]. Reported procedure: (2′-Ethylaminomethyl-6-methoxy-4′-trifluoromethyl-biphenyl-3-yl)-acetic acid ethyl ester (0.50 g, 1.26 mmol) and diphenyl cyanocarbonimidate (0.60 g, 2.51 mmol) were combined in MeCN (5 mL) and stirred at 40° C. until no starting material was seen by analytical LCMS. The mixture was concentrated and purified by silica gel chromatography (10-40% EtOAc in hexanes) to give the title compound. Reactants: CCn1cc(C(=O)O)c(=O)c2cc(F)c(N3CCNCC3)cc21, ClC(Cl)Cl, CC(Cl)OC(=O)Cl. Yields the product CCn1cc(C(=O)O)c(=O)c2cc(F)c(N3CCN(C(=O)OC(C)Cl)CC3)cc21. RXN SMILES: [CH3:1][CH2:2][n:3]1[cH:4][c:5]([C:6]([OH:7])=[O:8])[c:9](=[O:10])[c:11]2[cH:12][c:13]([F:14])[c:15]([N:18]3[CH2:19][CH2:20][NH:21][CH2:22][CH2:23]3)[cH:16][c:17]12.[CH:31]([Cl:32])([Cl:33])[Cl:34].[Cl:24][C:25](=[O:26])[O:27][CH:28]([CH3:29])[Cl:30]>>[CH3:1][CH2:2][n:3]1[cH:4][c:5]([C:6]([OH:7])=[O:8])[c:9](=[O:10])[c:11]2[cH:12][c:13]([F:14])[c:15]([N:18]3[CH2:19][CH2:20][N:21]([C:25](=[O:26])[O:27][CH:28]([CH3:29])[Cl:30])[CH2:22][CH2:23]3)[cH:16][c:17]12. Starting materials: C12NCC(NC1)C2 (2,5-diazabicyclo[2.2.1]heptane), FC(C(=O)O)(F)F (trifluoroacetic acid), C1(=CC=CC=C1)OC (anisole), [OH-].[Na+] (NaOH). Conditions: time 0.5 hour. Yields the product COC=1C=C(OC=2C=C(C=NC2)N2C3CNC(C2)C3)C=CC1 (2-(5-(3-Methoxyphenoxy)-3-pyridyl)-2,5-diazabicyclo[2.2.1]heptane). Isolated yield 82.0%. As a reaction SMILES: [CH:1]12[CH2:7][CH:4]([NH:5][CH2:6]1)[CH2:3][NH:2]2.F[C:9](F)(F)[C:10]([OH:12])=O.[OH-].[Na+].[C:17]1([O:23][CH3:24])[CH:22]=[CH:21][CH:20]=[CH:19][CH:18]=1>>[CH3:24][O:23][C:17]1[CH:22]=[C:21]([CH:20]=[CH:19][CH:18]=1)[O:12][C:10]1[CH:9]=[C:6]([N:2]2[CH2:3][CH:4]3[CH2:7][CH:1]2[CH2:6][NH:5]3)[CH:1]=[N:2][CH:3]=1 |f:2.3|. Procedure: To a stirred solution of (1S,4S)-5-(5-(3-methoxyphenoxy)-3-pyridyl)-2-tert-butoxycarbonyl)-2,5-diazabicyclo[2.2.1]heptane (0.62 g, 1.5 mmol) in anisole (3.5 mL) at 0-5° C. and under a nitrogen atmosphere, trifluoroacetic acid (2.5 mL) was added drop-wise over a 10 min period. After 0.5 h at 25° C., the solution was adjusted to pH 5 using 10% NaOH, followed by extraction with diethyl ether (1×15 mL) to remove the anisole. The aqueous portion was adjusted to pH 11 using 10% NaOH, followed by extra... Starting materials: ClCCl, O=C(O)C(F)(F)F, CC(C)(C)OC(=O)N1CCN(c2ccc(C(=O)C(F)(F)F)cc2)CC1. Yields the product O=C(c1ccc(N2CCNCC2)cc1)C(F)(F)F. RXN SMILES: [Cl:33][CH2:34][Cl:35].[F:1][C:2]([F:3])([F:4])[C:5]([OH:6])=[O:7].[F:8][C:9]([C:10](=[O:11])[c:12]1[cH:13][cH:14][c:15]([N:18]2[CH2:19][CH2:20][N:21]([C:24]([O:25][C:26]([CH3:27])([CH3:28])[CH3:29])=[O:30])[CH2:22][CH2:23]2)[cH:16][cH:17]1)([F:31])[F:32]>>[F:8][C:9]([C:10](=[O:11])[c:12]1[cH:13][cH:14][c:15]([N:18]2[CH2:19][CH2:20][NH:21][CH2:22][CH2:23]2)[cH:16][cH:17]1)([F:31])[F:32]. Reactants: C1(CCCC1)C(CC1=CC(OC(O1)(C)C)=O)(C#C)O (6-(2-cyclopentyl-2-hydroxy-but-3-ynyl)-2,2-dimethyl-[1,3]dioxin-4-one), BrC=1SC=CN1 (2-bromothiazole), C(C)(C)NC(C)C (diisopropylamine). Reagents/catalysts: Cl[Pd]([P](C1=CC=CC=C1)(C2=CC=CC=C2)C3=CC=CC=C3)([P](C4=CC=CC=C4)(C5=CC=CC=C5)C6=CC=CC=C6)Cl (Pd(PPh3)2Cl2). Solvent: CN(C)C=O (DMF). Yields the product C1(CCCC1)C(CC1=CC(OC(O1)(C)C)=O)(C#CC=1SC=CN1)O (6-(2-cyclopentyl-2-hydroxy-4-thiazol-2-yl-but-3-ynyl)-2,2-dimethyl-[1,3]dioxin-4-one). The yield is 81.0%. Reaction SMILES: [CH:1]1([C:6]([OH:19])([C:17]#[CH:18])[CH2:7][C:8]2[O:13][C:12]([CH3:15])([CH3:14])[O:11][C:10](=[O:16])[CH:9]=2)[CH2:5][CH2:4][CH2:3][CH2:2]1.Br[C:21]1[S:22][CH:23]=[CH:24][N:25]=1.C(NC(C)C)(C)C>Cl[Pd](Cl)([P](C1C=CC=CC=1)(C1C=CC=CC=1)C1C=CC=CC=1)[P](C1C=CC=CC=1)(C1C=CC=CC=1)C1C=CC=CC=1.CN(C=O)C>[CH:1]1([C:6]([OH:19])([C:17]#[C:18][C:21]2[S:22][CH:23]=[CH:24][N:25]=2)[CH2:7][C:8]2[O:13][C:12]([CH3:15])([CH3:14])[O:11][C:10](=[O:16])[CH:9]=2)[CH2:5][CH2:4][CH2:3][CH2:2]1 |^1:35,54|. Procedure: To a degassed solution of 6-(2-cyclopentyl-2-hydroxy-but-3-ynyl)-2,2-dimethyl-[1,3]dioxin-4-one (264.1 mg, 1.0; prepared as described in Example 1, Step 2), 2-bromothiazole (99.1 μL, 1.1 mmol), diisopropylamine (1.5 mL), and DMF (0.5 mL), under argon, was added Pd(PPh3)2Cl2 (28.1 mg, 0.04 mmol) and Cul (15.2 mg, 0.08 mmol). The resulting mixture was vacuum-flushed with argon (3×), then placed in 100° C. oil bath for 5 minutes, during which time the reaction becomes black/brown in color. The mixt... Conditions: time 30 minute. Solvent: C(Cl)Cl (DCM). Procedure: To a solution of (3R)-3-amino-4-{[tert-butyl(dimethyl)silyl]oxy}butan-1-ol (2.63 g, 12 mmol) in DCM (100 mL) at 0° C. was added pyridine (3 mL) followed by phosgene (20% solution in toluene, 1.9 M, 8.5 mL) dropwise and the mixture was stirred for 30 min and allowed to warm to rt, and quenched with water. The layers were separated and the water layer extracted with DCM once. The organic layers were dried over MgSO4, filtered and concentrated. The desired product (4R)-4-({[tert-butyl(dimethyl)sily... As a reaction SMILES: [NH2:1][C@@H:2]([CH2:6][O:7][Si:8]([C:11]([CH3:14])([CH3:13])[CH3:12])([CH3:10])[CH3:9])[CH2:3][CH2:4][OH:5].N1C=CC=CC=1.[C:21](Cl)(Cl)=[O:22]>C(Cl)Cl>[Si:8]([O:7][CH2:6][C@H:2]1[CH2:3][CH2:4][O:5][C:21](=[O:22])[NH:1]1)([C:11]([CH3:14])([CH3:13])[CH3:12])([CH3:10])[CH3:9]. The reactants are N[C@H](CCO)CO[Si](C)(C)C(C)(C)C ((3R)-3-amino-4-{[tert-butyl(dimethyl)silyl]oxy}butan-1-ol), N1=CC=CC=C1 (pyridine), C(=O)(Cl)Cl (phosgene). The product is [Si](C)(C)(C(C)(C)C)OC[C@@H]1NC(OCC1)=O ((4R)-4-({[tert-butyl(dimethyl)silyl]oxy}methyl)-1,3-oxazinan-2-one), ether hexanes.